Dataset: the Open Reaction Database (ORD), a public repository of structured organic reaction records. Task: describe an organic reaction: reactants, conditions, products, and yield Reactants: C(C1=CC=CC=C1)OC(=O)N1CCC(CC1)C(NC1=NC=NC(=C1)C1=C(C=C(C=C1)F)OC)=O (4-[6-(4-fluoro-2-methoxy-phenyl)-pyrimidin-4-ylcarbamoyl]-piperidine-1-carboxylic acid benzyl ester). Reagents/catalysts: [Pd] (Pd/C). Run in CO (methanol). Conditions: time 18 hour. The product is FC1=CC(=C(C=C1)C1=CC(=NC=N1)NC(=O)C1CCNCC1)OC (piperidine-4-carboxylic acid [6-(4-fluoro-2-methoxy-phenyl)-pyrimidin-4-yl]-amide). Yield: 74.0%. RXN SMILES: C(OC([N:11]1[CH2:16][CH2:15][CH:14]([C:17](=[O:34])[NH:18][C:19]2[CH:24]=[C:23]([C:25]3[CH:30]=[CH:29][C:28]([F:31])=[CH:27][C:26]=3[O:32][CH3:33])[N:22]=[CH:21][N:20]=2)[CH2:13][CH2:12]1)=O)C1C=CC=CC=1>CO.[Pd]>[F:31][C:28]1[CH:29]=[CH:30][C:25]([C:23]2[N:22]=[CH:21][N:20]=[C:19]([NH:18][C:17]([CH:14]3[CH2:15][CH2:16][NH:11][CH2:12][CH2:13]3)=[O:34])[CH:24]=2)=[C:26]([O:32][CH3:33])[CH:27]=1. Procedure details: 4-[6-(4-Fluoro-2-methoxy-phenyl)-pyrimidin-4-ylcarbamoyl]-piperidine-1-carboxylic acid benzyl ester (XIX) (0.42 g, 0.9 mmol) was dissolved in methanol (20 ml) and 10% Pd/C (0.2 g) was added under an atmosphere of nitrogen. The reaction was stirred at room temperature under hydrogen balloon pressure for 18 hours. The catalyst was removed from the reaction mixture by filtration through a celite bed and the filtrate was evaporated to dryness. Then the crude product was triturated with dry diethyl e... Reactants: O (water), ClCC#N (2-chloroacetonitrile), ClC1=CC(=C(C=C1)O)C1OCCO1 (4-chloro-2-[1,3]dioxolan-2-yl-phenol), C(=O)([O-])[O-].[K+].[K+] (K2CO3). Procedure: At room temperature, 2-chloroacetonitrile (12 g, 0.16 mol) was added into a mixture of 4-chloro-2-[1,3]dioxolan-2-yl-phenol (24.6 g, 0.123 mol) and K2CO3 (34 g, 0.246 mol) in DMF (150 mL). After the reaction mixture was heated at 100° C. for 3 h and cooled to room temperature, water was added. The aqueous phase was extracted with EtOAc twice, washed with saturated K2CO3 solution, water, and dried over anhydrous Na2SO4 to give crude (4-Chloro-2-[1,3]dioxolan-2-yl-phenoxy)-acetonitrile. The crude ... Conditions: temperature 100 celsius. Product: ClC1=CC(=C(OCC#N)C=C1)C1OCCO1 ((4-Chloro-2-[1,3]dioxolan-2-yl-phenoxy)-acetonitrile). As a reaction SMILES: Cl[CH2:2][C:3]#[N:4].[Cl:5][C:6]1[CH:11]=[CH:10][C:9]([OH:12])=[C:8]([CH:13]2[O:17][CH2:16][CH2:15][O:14]2)[CH:7]=1.C([O-])([O-])=O.[K+].[K+].O>CN(C=O)C>[Cl:5][C:6]1[CH:11]=[CH:10][C:9]([O:12][CH2:2][C:3]#[N:4])=[C:8]([CH:13]2[O:14][CH2:15][CH2:16][O:17]2)[CH:7]=1 |f:2.3.4|. Run in CN(C)C=O (DMF).